Dataset: the Open Reaction Database (ORD), a public repository of structured organic reaction records. Task: describe an organic reaction: reactants, conditions, products, and yield The reactants are FC=1C=C(C(=O)O)C=CC1[N+](=O)[O-] (3-fluoro-4-nitrobenzoic acid), CCOC(=O)C (AcOEt). Solvent: MeOH(10 ). Product: FC=1C=C(C(=O)OC)C=CC1[N+](=O)[O-] (Methyl 3-fluro-4nitrobenzoate). The yield is 96.0%. RXN SMILES: [F:1][C:2]1[CH:3]=[C:4]([CH:8]=[CH:9][C:10]=1[N+:11]([O-:13])=[O:12])[C:5]([OH:7])=[O:6].[CH3:14]COC(C)=O>>[F:1][C:2]1[CH:3]=[C:4]([CH:8]=[CH:9][C:10]=1[N+:11]([O-:13])=[O:12])[C:5]([O:7][CH3:14])=[O:6]. Reported procedure: A mixture of 3-fluoro-4-nitrobenzoic acid(2.07 g, 11.2 mmol) and cH2SO4(0.5 ml) in MeOH(10 ) was refluxed for 8 h. The solvent was evapolated. The residue was dissolved in AcOEt and washed with saturated NaHCO3 aqueous solution, water, brine, dried (Na2SO4) and concentrated to give 2.14 g(96%) of ivory solid. Starting materials: CC(=O)c1ccc(F)cc1OCCN1C(=O)c2ccccc2C1=O, O=C([O-])O, O=C([O-])[O-], ClCCl, [K+], [K+], [Na+], O=C(OO)c1cccc(Cl)c1. Yields the product O=C1c2ccccc2C(=O)N1CCOc1cc(F)ccc1O. As a reaction SMILES: [C:12](=[O:13])([CH3:14])[c:15]1[c:16]([O:17][CH2:18][CH2:19][N:20]2[C:21](=[O:30])[c:22]3[cH:23][cH:24][cH:25][cH:26][c:27]3[C:28]2=[O:29])[cH:31][c:32]([F:35])[cH:33][cH:34]1.[C:36](=[O:37])([OH:38])[O-:39].[C:41](=[O:42])([O-:43])[O-:44].[Cl:47][CH2:48][Cl:49].[K+:45].[K+:46].[Na+:40].[OH:1][O:2][C:3]([c:4]1[cH:5][c:6]([Cl:7])[cH:8][cH:9][cH:10]1)=[O:11]>>[OH:1][c:15]1[c:16]([O:17][CH2:18][CH2:19][N:20]2[C:21](=[O:30])[c:22]3[cH:23][cH:24][cH:25][cH:26][c:27]3[C:28]2=[O:29])[cH:31][c:32]([F:35])[cH:33][cH:34]1. Starting materials: [N+](=O)([N+](=O)[O-])[O-] (dinitrogen tetraoxide), C([O-])([O-])=O.[K+].[K+] (potassium carbonate), CNC (dimethylamine). The product is N(=O)N(C)C (N-nitrosodimethylamine), [N+](=O)([O-])[O-].[K+] (potassium nitrate), C(=O)=O (carbon dioxide). Reaction SMILES: [CH3:1][NH:2][CH3:3].[N+:4]([O-])([N+:6]([O-:8])=[O:7])=[O:5].[C:10](=O)([O-:12])[O-:11].[K+:14].[K+]>>[N:4]([N:2]([CH3:3])[CH3:1])=[O:5].[N+:6]([O-:8])([O-:11])=[O:7].[K+:14].[C:10](=[O:12])=[O:11] |f:2.3.4,6.7|. Reported procedure: nitrosating an aqueous solution of dimethylamine by reaction with dinitrogen tetraoxide and potassium carbonate at a pressure from atomospheric to 50 psig and a temperature from -10° C. to 40° C. to produce an aqueous solution of N-nitrosodimethylamine and potassium nitrate and gaseous carbon dioxide; and, Starting materials: CSc1ncc(-c2ccc(Cl)cc2Cl)c(-c2ccc(Cl)cc2)n1, [Cl-], OCc1ccc(F)c(F)c1, [H-], [NH4+], [Na+], CN(C)C=O. Product: Fc1ccc(COc2ncc(-c3ccc(Cl)cc3Cl)c(-c3ccc(Cl)cc3)n2)cc1F. RXN SMILES: [CH3:13][S:14][c:15]1[n:16][cH:17][c:18](-[c:28]2[c:29]([Cl:35])[cH:30][c:31]([Cl:34])[cH:32][cH:33]2)[c:19](-[c:21]2[cH:22][cH:23][c:24]([Cl:27])[cH:25][cH:26]2)[n:20]1.[Cl-:36].[F:1][c:2]1[cH:3][c:4]([CH2:5][OH:6])[cH:7][cH:8][c:9]1[F:10].[H-:11].[NH4+:37].[Na+:12].[O:38]=[CH:39][N:40]([CH3:41])[CH3:42]>>[F:1][c:2]1[cH:3][c:4]([CH2:5][O:6][c:15]2[n:16][cH:17][c:18](-[c:28]3[c:29]([Cl:35])[cH:30][c:31]([Cl:34])[cH:32][cH:33]3)[c:19](-[c:21]3[cH:22][cH:23][c:24]([Cl:27])[cH:25][cH:26]3)[n:20]2)[cH:7][cH:8][c:9]1[F:10].